From a dataset of the Open Reaction Database (ORD), a public repository of structured organic reaction records. describe an organic reaction: reactants, conditions, products, and yield The reactants are FC=1C=CC(=NC1)C(=O)NC=1C=C2C(=CC1)OCC1(CC1)C21N=C(OC1)NC(OC(C)(C)C)=O (tert-butyl (6′-{[(5-fluoropyridin-2-yl)carbonyl]amino}dispiro[cyclopropane-1,3′-chromene-4′,4″-[1,3]oxazol]-2″-yl)carbamate), FC(C(=O)O)(F)F (trifluoroacetic acid). The solvent is C(Cl)Cl (CH2Cl2). Run at time 2 hour. Product: NC=1OCC2(N1)C1(COC3=CC=C(C=C32)NC(=O)C3=NC=C(C=C3)F)CC1 (N-(2″-aminodispiro[cyclopropane-1,3′-chromene-4′,4″-[1,3]oxazol]-6′-yl)-5-fluoropyridine-2-carboxamide). Yield: 41.1%. As a reaction SMILES: [F:1][C:2]1[CH:3]=[CH:4][C:5]([C:8]([NH:10][C:11]2[CH:12]=[C:13]3[C:22]4([CH2:26][O:25][C:24]([NH:27]C(=O)OC(C)(C)C)=[N:23]4)[C:19]4([CH2:21][CH2:20]4)[CH2:18][O:17][C:14]3=[CH:15][CH:16]=2)=[O:9])=[N:6][CH:7]=1.FC(F)(F)C(O)=O>C(Cl)Cl>[NH2:27][C:24]1[O:25][CH2:26][C:22]2([C:13]3[C:14](=[CH:15][CH:16]=[C:11]([NH:10][C:8]([C:5]4[CH:4]=[CH:3][C:2]([F:1])=[CH:7][N:6]=4)=[O:9])[CH:12]=3)[O:17][CH2:18][C:19]32[CH2:20][CH2:21]3)[N:23]=1. Procedure details: To a mixture of tert-butyl (6′-{[(5-fluoropyridin-2-yl)carbonyl]amino}dispiro[cyclopropane-1,3′-chromene-4′,4″-[1,3]oxazol]-2″-yl)carbamate (135 mg, 0.288 mmol) and CH2Cl2 (5.4 mL) was added trifluoroacetic acid (1.30 mL, 17.0 mmol) at ambient temperature. After stirring for 2 hours at the same temperature, the mixture was concentrated at reduced pressure. The residue was partitioned between CHCl3 and saturated aqueous NaHCO3. The organic layer was washed with water, dried over Na2SO4 and filter... Reactants: COC(=O)C=1C=C(C=C2C(CC(NC12)C1=CC(=CC=C1)Br)(C)C)Cl (2-(3-bromo-phenyl)-6-chloro-4,4-dimethyl-1,2,3,4-tetrahydro-quinoline-8-carboxylic acid methyl ester), N1CCCC1 (pyrrolidine), Cl.CN(CC(=O)O)C (N,N-dimethyl glycine hydrochloride), C([O-])([O-])=O.[K+].[K+] (potassium carbonate). The reagents and catalysts are [Cu]I (copper (I) iodide). The solvent is CS(=O)C (dimethylsulfoxide), C(C)(=O)OCC (ethyl acetate). Conditions: temperature 120 celsius. Yields the product ClC=1C=C2C(CC(NC2=C(C1)C(=O)O)C1=CC(=CC=C1)N1CCCC1)(C)C (6-chloro-4,4-dimethyl-2-(3-pyrrolidin-1-yl-phenyl)-1,2,3,4-tetrahydro-quinoline-8-carboxylic acid). Yield: 40.3%. Reaction SMILES: C[O:2][C:3]([C:5]1[CH:6]=[C:7]([Cl:24])[CH:8]=[C:9]2[C:14]=1[NH:13][CH:12]([C:15]1[CH:20]=[CH:19][CH:18]=[C:17](Br)[CH:16]=1)[CH2:11][C:10]2([CH3:23])[CH3:22])=[O:4].[NH:25]1[CH2:29][CH2:28][CH2:27][CH2:26]1.Cl.CN(C)CC(O)=O.C(=O)([O-])[O-].[K+].[K+]>CS(C)=O.[Cu]I.C(OCC)(=O)C>[Cl:24][C:7]1[CH:8]=[C:9]2[C:14](=[C:5]([C:3]([OH:2])=[O:4])[CH:6]=1)[NH:13][CH:12]([C:15]1[CH:20]=[CH:19][CH:18]=[C:17]([N:25]3[CH2:29][CH2:28][CH2:27][CH2:26]3)[CH:16]=1)[CH2:11][C:10]2([CH3:22])[CH3:23] |f:2.3,4.5.6|. Procedure details: A mixture of 2-(3-bromo-phenyl)-6-chloro-4,4-dimethyl-1,2,3,4-tetrahydro-quinoline-8-carboxylic acid methyl ester (0.82 g, 2.0 mmol), pyrrolidine (0.28 g, 4 mmol), copper (I) iodide (230 mg, 1.2 mmol), N,N-dimethyl glycine hydrochloride (220 mg, 1.6 mmol) and potassium carbonate (0.83 g, 6 mmol) in dimethylsulfoxide (20 mL) was heated for 12 h at 120° C. After colling to room temperature, the mixture was treated with ethyl acetate (50 mL) and washed with water (20 mL). The organic layer was drie...